describe an organic reaction: reactants, conditions, products, and yield From a dataset of the Open Reaction Database (ORD), a public repository of structured organic reaction records. Reactants: CO, Cc1cc(C(=O)O)cc(C(=O)O)c1, O, O=S(=O)(O)O. The product is COC(=O)c1cc(C)cc(C(=O)O)c1. Reaction SMILES: [CH3:19][OH:20].[CH3:1][c:2]1[cH:3][c:4]([C:11](=[O:12])[OH:13])[cH:5][c:6]([C:7](=[O:8])[OH:9])[cH:10]1.[OH2:21].[S:14](=[O:15])(=[O:16])([OH:17])[OH:18]>>[CH3:1][c:2]1[cH:3][c:4]([C:11]([O:12][CH3:19])=[O:13])[cH:5][c:6]([C:7](=[O:8])[OH:9])[cH:10]1. Starting materials: C(CCC)C1=CC(=NN1CC1=CC=C(C=C1)C1=C(C=CC=C1)C1=NN=NN1)C(=O)O (5-butyl-1-[[2'-(1H-tetrazol-5-yl)-biphenyl-4-yl]methyl]pyrazole-3-carboxylic acid), ClC1=CC=C(N)C=C1 (4-Chloroaniline), Cl (HCl), P(OCC)(OCC)(=O)C#N (diethyl phosphorocyanidate). Run in C(C)N(CC)CC (triethylamine), CN(C)C=O (DMF). Conditions: time 1 hour. Yields the product C(CCC)C1=CC(=NN1CC1=CC=C(C=C1)C1=C(C=CC=C1)C1=NN=NN1)C(=O)NC1=CC=C(C=C1)Cl (5-Butyl-N-(4-chlorophenyl)-1-[[2'-(1H-tetrazol-5-yl)biphenyl-4-yl]methyl]pyrazole-3-carboxamide). Yield: 37.9%. Reaction SMILES: [CH2:1]([C:5]1[N:9]([CH2:10][C:11]2[CH:16]=[CH:15][C:14]([C:17]3[CH:22]=[CH:21][CH:20]=[CH:19][C:18]=3[C:23]3[NH:27][N:26]=[N:25][N:24]=3)=[CH:13][CH:12]=2)[N:8]=[C:7]([C:28](O)=[O:29])[CH:6]=1)[CH2:2][CH2:3][CH3:4].P(C#N)(=O)(OCC)OCC.[Cl:41][C:42]1[CH:48]=[CH:47][C:45]([NH2:46])=[CH:44][CH:43]=1.Cl>CN(C=O)C.C(N(CC)CC)C>[CH2:1]([C:5]1[N:9]([CH2:10][C:11]2[CH:12]=[CH:13][C:14]([C:17]3[CH:22]=[CH:21][CH:20]=[CH:19][C:18]=3[C:23]3[NH:27][N:26]=[N:25][N:24]=3)=[CH:15][CH:16]=2)[N:8]=[C:7]([C:28]([NH:46][C:45]2[CH:47]=[CH:48][C:42]([Cl:41])=[CH:43][CH:44]=2)=[O:29])[CH:6]=1)[CH2:2][CH2:3][CH3:4]. Reported procedure: A solution of 5-butyl-1-[[2'-(1H-tetrazol-5-yl)-biphenyl-4-yl]methyl]pyrazole-3-carboxylic acid (0.8 g) and diethyl phosphorocyanidate (90% purity, 0.76 g) in DMF (6 ml) was allowed to stir at 0°-5° C. for 1 hour. 4-Chloroaniline (0.25 g) and triethylamine (0.62 g) were added to the solution and the mixture was stirred at room temperature for 3 hours. The reaction solution was made acidic by addition of 1N-HCl and extracted with ethyl acetate. The organic layer was dried and evaporated to drynes... The reactants are CC1NC(NC2=CC=CC=C12)=O (3,4-Dihydro-4-methyl-2(1H)-quinazolinone), [Cl-].[Al+3].[Cl-].[Cl-] (aluminum chloride), C(=O)(OC)CC(C(=O)Cl)C (3-Carbomethoxy-2-methyl-propionyl chloride). The solvent is C(=S)=S (carbon disulfide). Product: C(=O)(OC)CC(C(=O)C=1C=C2C(NC(NC2=CC1)=O)C)C (6-(3-Carbomethoxy-2-methyl-propionyl)-3,4-dihydro-4-methyl-2(1H)-quinazolinone). As a reaction SMILES: [CH3:1][CH:2]1[C:11]2[C:6](=[CH:7][CH:8]=[CH:9][CH:10]=2)[NH:5][C:4](=[O:12])[NH:3]1.[Cl-].[Al+3].[Cl-].[Cl-].[C:17]([CH2:21][CH:22]([CH3:26])[C:23](Cl)=[O:24])([O:19][CH3:20])=[O:18]>C(=S)=S>[C:17]([CH2:21][CH:22]([CH3:26])[C:23]([C:9]1[CH:10]=[C:11]2[C:6](=[CH:7][CH:8]=1)[NH:5][C:4](=[O:12])[NH:3][CH:2]2[CH3:1])=[O:24])([O:19][CH3:20])=[O:18] |f:1.2.3.4|. Procedure: 3,4-Dihydro-4-methyl-2(1H)-quinazolinone (3.9 g) is added to a stirred suspension of anhydrous aluminum chloride (16.5 g) in carbon disulfide (120 ml) under nitrogen. 3-Carbomethoxy-2-methyl-propionyl chloride (4 g) is added dropwise to the stirred suspension, which is refluxed for about 17 hours and cooled to RT. The liquid phase is decanted and the residue is treated with ice/H2O (150 ml) and extracted with methylene chloride. The organic extract is dried, filtered, and concentrated in vacuo, ... Reactants: N[C@@H](CCCCN)C(=O)O (Lys), N([C@@H](CCCCN)C(=O)N[C@@H](CCCCN)C(=O)N[C@@H](CC1=CC=C(C=C1)O)C(=O)N[C@@H](CC1=CC=CC=C1)C(=O)N[C@@H](CCCNC(N)=N)C(=O)O)C(=O)OCC1=CC=CC=C1.CC(=O)O.CC(=O)O (Z-Lys-Lys-Tyr-Phe-Arg diacetate), C(C)(=O)O (acetic acid), N[C@@H](CC1=CC=C(C=C1)O)C(=O)O (Tyr), N[C@@H](CC1=CC=CC=C1)C(=O)O (Phe), N[C@@H](CCCNC(N)=N)C(=O)O (Arg). The product is N[C@@H](CCCCN)C(=O)N[C@@H](CCCCN)C(=O)N[C@@H](CC1=CC=C(C=C1)O)C(=O)N[C@@H](CC1=CC=CC=C1)C(=O)N[C@@H](CCCNC(N)=N)C(=O)O.CC(=O)O.CC(=O)O (H-Lys-Lys-Tyr-Phe-Arg-OH diacetate). RXN SMILES: [NH:1](C(OCC1C=CC=CC=1)=O)[C@H:2]([C:8]([NH:10][C@H:11]([C:17]([NH:19][C@H:20]([C:29]([NH:31][C@H:32]([C:40]([NH:42][C@H:43]([C:51]([OH:53])=[O:52])[CH2:44][CH2:45][CH2:46][NH:47][C:48](=[NH:50])[NH2:49])=[O:41])[CH2:33][C:34]1[CH:39]=[CH:38][CH:37]=[CH:36][CH:35]=1)=[O:30])[CH2:21][C:22]1[CH:27]=[CH:26][C:25]([OH:28])=[CH:24][CH:23]=1)=[O:18])[CH2:12][CH2:13][CH2:14][CH2:15][NH2:16])=[O:9])[CH2:3][CH2:4][CH2:5][CH2:6][NH2:7].CC(O)=O.CC(O)=O.N[C@H](C(O)=O)CC1C=CC(O)=CC=1.N[C@H](C(O)=O)CC1C=CC=CC=1.N[C@H](C(O)=O)CCCCN.N[C@H](C(O)=O)CCCNC(=N)N.C(O)(=O)C>>[NH2:1][C@H:2]([C:8]([NH:10][C@H:11]([C:17]([NH:19][C@H:20]([C:29]([NH:31][C@H:32]([C:40]([NH:42][C@H:43]([C:51]([OH:53])=[O:52])[CH2:44][CH2:45][CH2:46][NH:47][C:48](=[NH:49])[NH2:50])=[O:41])[CH2:33][C:34]1[CH:35]=[CH:36][CH:37]=[CH:38][CH:39]=1)=[O:30])[CH2:21][C:22]1[CH:27]=[CH:26][C:25]([OH:28])=[CH:24][CH:23]=1)=[O:18])[CH2:12][CH2:13][CH2:14][CH2:15][NH2:16])=[O:9])[CH2:3][CH2:4][CH2:5][CH2:6][NH2:7].[CH3:43][C:51]([OH:53])=[O:52].[CH3:43][C:51]([OH:53])=[O:52] |f:0.1.2,8.9.10|. Procedure: 500 mg of Z-Lys-Lys-Tyr-Phe-Arg diacetate are dissolved in 20 ml of 90% strength acetic acid and subjected to catalytic hydrogenation analogously to Example 1 h. The residue is chromatographed in 90% strength methanol over a crosslinked, hydroxypropylated dextran gel. The eluate containing the peptide is concentrated and the residue is dissolved in water and freeze-dried. Yield 244 mg. Aminoacid analysis (hydrolysis in 6N HCl for 24 hours at 120° C.): Tyr 0.93, Phe 1.0, Lys 2.06 and Arg. 0.9.